Dataset: the Open Reaction Database (ORD), a public repository of structured organic reaction records. Task: describe an organic reaction: reactants, conditions, products, and yield Reactants: ClC1=CC=C(C=C1)C1=CC=2N(C=C1C1=C(C=C(C=C1)Cl)Cl)C(=NN2)CC=2C=NC(=CC2)C(F)(F)F (7-(4-chlorophenyl)-6-(2,4-dichlorophenyl)-3-((6-(trifluoromethyl)pyridin-3-yl)methyl)-[1,2,4]triazolo[4,3-a]pyridine), BrC=1C(=CC=2N(C1)C(=NN2)CC=2C(=NC(=CC2)C(F)(F)F)C)C2=CC=C(C=C2)Cl (6-bromo-7-(4-chlorophenyl)-3-((2-methyl-6-(trifluoromethyl)pyridin-3-yl)methyl)-[1,2,4]triazolo[4,3-a]pyridine), ClC1=C(C=CC(=C1)Cl)B(O)O (2,4-dichlorophenylboronic acid), C(=O)([O-])[O-].[K+].[K+] (K2CO3). The reagents and catalysts are C=1C=CC(=CC1)[P](C=2C=CC=CC2)(C=3C=CC=CC3)[Pd]([P](C=4C=CC=CC4)(C=5C=CC=CC5)C=6C=CC=CC6)([P](C=7C=CC=CC7)(C=8C=CC=CC8)C=9C=CC=CC9)[P](C=1C=CC=CC1)(C=1C=CC=CC1)C=1C=CC=CC1 (Pd(PPh3)4). Solvent: O1CCOCC1 (1,4-dioxane), O (H2O). Product: ClC1=CC=C(C=C1)C1=CC=2N(C=C1C1=C(C=C(C=C1)Cl)Cl)C(=NN2)CC=2C(=NC(=CC2)C(F)(F)F)C (7-(4-chlorophenyl)-6-(2,4-dichlorophenyl)-3-((2-methyl-6 (trifluoromethyl)pyridin-3-yl)methyl)-[1,2,4]triazolo[4,3-a]pyridine). Yield: 50.2%. As a reaction SMILES: Br[C:2]1[C:3]([C:23]2[CH:28]=[CH:27][C:26]([Cl:29])=[CH:25][CH:24]=2)=[CH:4][C:5]2[N:6]([C:8]([CH2:11][C:12]3[C:13]([CH3:22])=[N:14][C:15]([C:18]([F:21])([F:20])[F:19])=[CH:16][CH:17]=3)=[N:9][N:10]=2)[CH:7]=1.[Cl:30][C:31]1[CH:36]=[C:35]([Cl:37])[CH:34]=[CH:33][C:32]=1B(O)O.C([O-])([O-])=O.[K+].[K+].ClC1C=CC(C2C(C3C=CC(Cl)=CC=3Cl)=CN3C(CC4C=NC(C(F)(F)F)=CC=4)=NN=C3C=2)=CC=1>O1CCOCC1.O.C1C=CC([P]([Pd]([P](C2C=CC=CC=2)(C2C=CC=CC=2)C2C=CC=CC=2)([P](C2C=CC=CC=2)(C2C=CC=CC=2)C2C=CC=CC=2)[P](C2C=CC=CC=2)(C2C=CC=CC=2)C2C=CC=CC=2)(C2C=CC=CC=2)C2C=CC=CC=2)=CC=1>[Cl:29][C:26]1[CH:27]=[CH:28][C:23]([C:3]2[C:2]([C:34]3[CH:33]=[CH:32][C:31]([Cl:30])=[CH:36][C:35]=3[Cl:37])=[CH:7][N:6]3[C:8]([CH2:11][C:12]4[C:13]([CH3:22])=[N:14][C:15]([C:18]([F:20])([F:19])[F:21])=[CH:16][CH:17]=4)=[N:9][N:10]=[C:5]3[CH:4]=2)=[CH:24][CH:25]=1 |f:2.3.4,^1:92,94,113,132|. Procedure details: The title compound (5.5 mg, 50%) as a white powder was prepared from 6-bromo-7-(4-chlorophenyl)-3-((2-methyl-6-(trifluoromethyl)pyridin-3-yl)methyl)-[1,2,4]triazolo[4,3-a]pyridine (9.5 mg, 0.020 mmol), 2,4-dichlorophenylboronic acid (7.5 mg, 0.039 mmol), K2CO3 (8.2 mg, 0.059 mmol) and Pd(PPh3)4 (2.8 mg, 0.002 mmol) in 1,4-dioxane (0.28 mL) and H2O (0.09 mL) by the procedures analogous to those described for 7-(4-chlorophenyl)-6-(2,4-dichlorophenyl)-3-((6-(trifluoromethyl)pyridin-3-yl)methyl)-[1,...